From a dataset of the Open Reaction Database (ORD), a public repository of structured organic reaction records. describe an organic reaction: reactants, conditions, products, and yield Reactants: CCO, CCOC(=O)c1c(-c2ccccc2Cl)c2cc(Cl)ccc2n(C)c1=O, [K+], [OH-], O. Yields the product Cn1c(=O)c(C(=O)O)c(-c2ccccc2Cl)c2cc(Cl)ccc21. As a reaction SMILES: [CH3:26][CH2:27][OH:28].[Cl:1][c:2]1[cH:3][c:4]2[c:5](-[c:19]3[c:20]([Cl:25])[cH:21][cH:22][cH:23][cH:24]3)[c:6]([C:14](=[O:15])[O:16][CH2:17][CH3:18])[c:7](=[O:13])[n:8]([CH3:12])[c:9]2[cH:10][cH:11]1.[K+:30].[OH-:29].[OH2:31]>>[Cl:1][c:2]1[cH:3][c:4]2[c:5](-[c:19]3[c:20]([Cl:25])[cH:21][cH:22][cH:23][cH:24]3)[c:6]([C:14](=[O:15])[OH:16])[c:7](=[O:13])[n:8]([CH3:12])[c:9]2[cH:10][cH:11]1. Reactants: Br, Cc1cccc(CC(=O)c2ccc3nccnc3c2)n1, CS(C)=O, [K+], [K+], O=C([O-])[O-]. Yields the product Cc1cccc(C(=O)C(=O)c2ccc3nccnc3c2)n1. As a reaction SMILES: [BrH:21].[CH3:1][c:2]1[cH:3][cH:4][cH:5][c:6]([CH2:8][C:9](=[O:10])[c:11]2[cH:12][c:13]3[n:14][cH:15][cH:16][n:17][c:18]3[cH:19][cH:20]2)[n:7]1.[CH3:28][S:29]([CH3:30])=[O:31].[K+:22].[K+:23].[O-:24][C:25]([O-:26])=[O:27]>>[CH3:1][c:2]1[cH:3][cH:4][cH:5][c:6]([C:8]([C:9](=[O:10])[c:11]2[cH:12][c:13]3[n:14][cH:15][cH:16][n:17][c:18]3[cH:19][cH:20]2)=[O:24])[n:7]1. The reactants are Cc1cc(C#N)ccc1Br, OB(O)c1ccccc1. Yields the product Cc1cc(C#N)ccc1-c1ccccc1. As a reaction SMILES: [Br:1][c:2]1[c:3]([CH3:10])[cH:4][c:5]([C:6]#[N:7])[cH:8][cH:9]1.[OH:11][B:12]([OH:13])[c:14]1[cH:15][cH:16][cH:17][cH:18][cH:19]1>>[c:2]1(-[c:14]2[cH:15][cH:16][cH:17][cH:18][cH:19]2)[c:3]([CH3:10])[cH:4][c:5]([C:6]#[N:7])[cH:8][cH:9]1. The reactants are C(C)OC(=O)C=1NC2=CC=CC=C2C1CC1=CC=CC2=CC=CC=C12 (3-naphthalen-1-ylmethyl-1H-indole-2-carboxylic acid ethyl ester), [H-].[Na+] (NaH), Ethylbromo acetate. Solvent: CN(C=O)C (dimethylformamide). Conditions: temperature 22 celsius, time 30 minute. Yields the product C(C)OC(=O)C=1N(C2=CC=CC=C2C1CC1=CC=CC2=CC=CC=C12)CC(=O)OCC (1-ethoxycarbonylmethyl-3-naphthalen-1-ylmethyl-1H-indole-2-carboxylic acid ethyl ester). Reaction SMILES: [CH2:1]([O:3][C:4]([C:6]1[NH:7][C:8]2[C:13]([C:14]=1[CH2:15][C:16]1[C:25]3[C:20](=[CH:21][CH:22]=[CH:23][CH:24]=3)[CH:19]=[CH:18][CH:17]=1)=[CH:12][CH:11]=[CH:10][CH:9]=2)=[O:5])[CH3:2].[H-].[Na+]>CN(C)C=O>[CH2:1]([O:3][C:4]([C:6]1[N:7]([CH2:6][C:4]([O:3][CH2:1][CH3:2])=[O:5])[C:8]2[C:13]([C:14]=1[CH2:15][C:16]1[C:25]3[C:20](=[CH:21][CH:22]=[CH:23][CH:24]=3)[CH:19]=[CH:18][CH:17]=1)=[CH:12][CH:11]=[CH:10][CH:9]=2)=[O:5])[CH3:2] |f:1.2|. Reported procedure: To a solution of 3-naphthalen-1-ylmethyl-1H-indole-2-carboxylic acid ethyl ester (50 mg, from Exp. 64.2.) in dimethylformamide (1.5 ml) was added NaH (1.3 eq.), the mixture was stirred at 22° C. for 30 min. and cooled to 0° C. Ethylbromo acetate (33 mg) was added, the mixture was stirred for 2 h and partitioned between aqueous NH4Cl and AcOEt. The organic layer was dried, evaporated and the residue was chromatographed on silica (n-heptane/AcOEt, 10:1) to give 1-ethoxycarbonylmethyl-3-naphthalen-... Starting materials: Brc1cccs1, Cc1ccccc1, CCO, Cc1ccccc1B(O)O, [Na+], [Na+], O=C([O-])[O-]. Yields the product Cc1ccccc1-c1cccs1. As a reaction SMILES: [Br:17][c:18]1[s:19][cH:20][cH:21][cH:22]1.[CH3:23][c:24]1[cH:25][cH:26][cH:27][cH:28][cH:29]1.[CH3:30][CH2:31][OH:32].[CH3:7][c:8]1[c:9]([B:14]([OH:15])[OH:16])[cH:10][cH:11][cH:12][cH:13]1.[Na+:1].[Na+:2].[O-:3][C:4](=[O:5])[O-:6]>>[CH3:7][c:8]1[c:9](-[c:18]2[s:19][cH:20][cH:21][cH:22]2)[cH:10][cH:11][cH:12][cH:13]1. Yields the product C(C=C)N (monoallylamine), 0.78, C(C=C)N(CC=C)CC=C (triallylamine). Starting materials: C1(=CC=CC=C1)P(CCCCP(C1=CC=CC=C1)C1=CC=CC=C1)C1=CC=CC=C1 (1,4-bis(diphenylphosphino)butane), C(CCO)O (1,3-propane-diol), tetramethyl hydroxide, C(C=C)NCC=C (diallylamine), C(C=C)O (allyl alcohol), N (ammonia). Reagents/catalysts: Cl[Pd]Cl (PdCl2). RXN SMILES: C1(P([C:25]2[CH:30]=[CH:29]C=CC=2)CCCCP(C2C=CC=CC=2)C2C=CC=CC=2)C=CC=CC=1.C(O)CCO.C(O)C=C.N.[CH2:41]([NH:44][CH2:45][CH:46]=[CH2:47])[CH:42]=[CH2:43]>Cl[Pd]Cl.O>[CH2:41]([NH2:44])[CH:42]=[CH2:43].[CH2:41]([N:44]([CH2:29][CH:30]=[CH2:25])[CH2:45][CH:46]=[CH2:47])[CH:42]=[CH2:43]. Reaction conditions: time 2 hour. Reported procedure: To 1.8 mg (0.01 millimole) of PdCl2 was added 8.5 mg (0.02 millimole) of 1,4-bis(diphenylphosphino)butane, and 5.0 g of 1,3-propane-diol, 3.6 mg of water and 9.1 mg (0.01 millimole) of tetramethyl hydroxide were added and reaction between 8.4 g (145 millimoles) of allyl alcohol and 4.6 g (271 millimoles) of ammonia was carried out at 110° C. with stirring for 2 hours. As the products, there were obtained 0.20 g (3.5 millimoles) of monoallylamine, 0.78 (8.0 millimoles) of diallylamine and 0.92 g ... Solvent: O (water). Reactants: COC(=O)c1cn(-c2cc3c(=O)n(NS(C)(=O)=O)c(=O)[nH]c3cc2C(F)(F)F)cn1, CN(C)C=O, [Na+], [OH-]. Product: CS(=O)(=O)Nn1c(=O)[nH]c2cc(C(F)(F)F)c(-n3cnc(C(=O)O)c3)cc2c1=O. Reaction SMILES: [CH3:1][O:2][C:3](=[O:4])[c:5]1[n:6][cH:7][n:8](-[c:10]2[cH:11][c:12]3[c:13](=[O:30])[n:14]([NH:25][S:26](=[O:27])(=[O:28])[CH3:29])[c:15](=[O:24])[nH:16][c:17]3[cH:18][c:19]2[C:20]([F:21])([F:22])[F:23])[cH:9]1.[CH3:33][N:34]([CH3:35])[CH:36]=[O:37].[Na+:32].[OH-:31]>>[O:2]=[C:3]([OH:4])[c:5]1[n:6][cH:7][n:8](-[c:10]2[cH:11][c:12]3[c:13](=[O:30])[n:14]([NH:25][S:26](=[O:27])(=[O:28])[CH3:29])[c:15](=[O:24])[nH:16][c:17]3[cH:18][c:19]2[C:20]([F:21])([F:22])[F:23])[cH:9]1. Starting materials: amide, solution, NN-dimethylamine, OC=1C(=C2CCC(OC2=C(C1C)C)(C(=O)O)C)C (6-hydroxy-2,5,7,8-tetramethylchroman-2-carboxylic acid), C1=CN(C=N1)C(=O)N2C=CN=C2 (CDI), C1CCOC1 (THF). Product: OC=1C(=C2CCC(OC2=C(C1C)C)(C(=O)N(C)C)C)C (6-hydroxy-N,N,2,5,7,8-hexamethylchroman-2-carboxamide). Yield: 73.9%. RXN SMILES: [OH:1][C:2]1[C:3]([CH3:18])=[C:4]2[C:9](=[C:10]([CH3:13])[C:11]=1[CH3:12])[O:8][C:7]([CH3:17])([C:14](O)=[O:15])[CH2:6][CH2:5]2.C1N=[CH:22][N:21](C(N2C=NC=C2)=O)[CH:20]=1.C1COCC1>>[OH:1][C:2]1[C:3]([CH3:18])=[C:4]2[C:9](=[C:10]([CH3:13])[C:11]=1[CH3:12])[O:8][C:7]([CH3:17])([C:14]([N:21]([CH3:22])[CH3:20])=[O:15])[CH2:6][CH2:5]2. Procedure details: Following the amide coupling procedure described in protocol A, 504 mg 6-hydroxy-2,5,7,8-tetramethylchroman-2-carboxylic acid (2.01 mmol), 361 mg CDI (2.23 mmol) and 1.1 mL of a 2.0 M solution of NN-dimethylamine in THF (2.2 mmol) produced 412 mg of 6-hydroxy-N,N,2,5,7,8-hexamethylchroman-2-carboxamide as amorphous powder. Reactants: N[C@@H](CC1=CC=CC=C1)C(=O)O (L-phenylalanine), C(C)(C)O (isopropanol), NC1=CC=C(C[C@H](N)C(=O)O)C=C1 (4-amino-L-phenylalanine). Run in O (water). The product is OCCN(C1=CC=C(C[C@H](N)C(=O)O)C=C1)CCO (4-(bis-(2-hydroxyethyl)amino)-L-phenylalanine). Reaction SMILES: [NH2:1][C@H:2]([C:10]([OH:12])=[O:11])[CH2:3][C:4]1[CH:9]=[CH:8][CH:7]=[CH:6][CH:5]=1.NC1C=CC(C[C@@H:19]([C:21]([OH:23])=O)[NH2:20])=CC=1.[CH:26]([OH:29])(C)[CH3:27]>O>[OH:29][CH2:26][CH2:27][N:20]([CH2:19][CH2:21][OH:23])[C:7]1[CH:8]=[CH:9][C:4]([CH2:3][C@@H:2]([C:10]([OH:12])=[O:11])[NH2:1])=[CH:5][CH:6]=1. Reported procedure: About 76 g of 4-amino-L-phenylalanine obtained in Example-1 was dissolved in about 1500 mL water. Into this solution about 84 g of Ethylene oxide gas was purged over a period of about 4 hours at a temperature in the range of from about 20° C. to about 50° C. Periodically, the reaction mixture was tested by HPLC to monitor the degree of completion of the reaction as determined by the content of the in situ intermediate 4-(2-hydroxyethyl)amino)-L-phenylalanine until a level of less than about 1% 4... The reactants are N(=NC(=O)OCC)C(=O)OCC (diethyl azodicarboxylate), ClC1=CC=C2C=CC(=NC2=C1)COC=1C=C(C=CC1)[C@@H](CCC1=C(C=CC=C1)C(C)(C)OC1OCCCC1)O (1-(R)-(3-((7-chloro-2-quinolinyl)methoxy)phenyl)-3-(2-(2-(2-tetrahydropyranyloxy)-2-propyl)phenyl)propanol), C1(=CC=CC=C1)P(C1=CC=CC=C1)C1=CC=CC=C1 (triphenylphosphine), R-(-)-α-methoxyphenylacetic acid. Run in C1CCOC1 (THF). Run at temperature 0 celsius, time 30 minute. Yields the product ClC1=CC=C2C=CC(=NC2=C1)COC=1C=C(C=CC1)[C@H](CCC1=C(C=CC=C1)C(C)(C)OC1OCCCC1)O (1-(S)-(3-((7-chloro-2-quinolinyl)methoxy)phenyl)-3-(2-(2-(2-tetrahydropyranyloxy)-2-propyl)phenyl)propanol). Yield: 125.1%. RXN SMILES: N(C(OCC)=O)=NC(OCC)=O.[Cl:13][C:14]1[CH:23]=[C:22]2[C:17]([CH:18]=[CH:19][C:20]([CH2:24][O:25][C:26]3[CH:27]=[C:28]([C@H:32]([OH:51])[CH2:33][CH2:34][C:35]4[CH:40]=[CH:39][CH:38]=[CH:37][C:36]=4[C:41]([O:44][CH:45]4[CH2:50][CH2:49][CH2:48][CH2:47][O:46]4)([CH3:43])[CH3:42])[CH:29]=[CH:30][CH:31]=3)=[N:21]2)=[CH:16][CH:15]=1.C1(P(C2C=CC=CC=2)C2C=CC=CC=2)C=CC=CC=1>C1COCC1>[Cl:13][C:14]1[CH:23]=[C:22]2[C:17]([CH:18]=[CH:19][C:20]([CH2:24][O:25][C:26]3[CH:27]=[C:28]([C@@H:32]([OH:51])[CH2:33][CH2:34][C:35]4[CH:40]=[CH:39][CH:38]=[CH:37][C:36]=4[C:41]([O:44][CH:45]4[CH2:50][CH2:49][CH2:48][CH2:47][O:46]4)([CH3:43])[CH3:42])[CH:29]=[CH:30][CH:31]=3)=[N:21]2)=[CH:16][CH:15]=1. Procedure details: At 0° C., diethyl azodicarboxylate (7.6 mL, 48.3 mmol) was added dropwise to a solution of the alcohol of Step 8 (17.47 g, 31.97 mmol), triphenylphosphine (12.60 g, 48.04 mmol) and R-(-)-α-methoxyphenylacetic acid (8.07 g, 48.6 mmol) in 320 mL of anhydrous THF. The mixture was stirred at 0° C. for 30 min and the solvents were evaporated. Flash chromatography of the residue on silica using EtOAc:toluene 2.5:97.5, 5:95 and 7.5:92.5 afforded 21.84 g (98%) of the inverted alcohol as the mandelate es...